This data is from the Open Reaction Database (ORD), a public repository of structured organic reaction records. The task is: describe an organic reaction: reactants, conditions, products, and yield Procedure details: To a mixture of 5-tert-butyl-2-methyl-pyrazole-3-carboxylic acid ethyl ester (2.00 g, 9.51 mmol) and K2CO3 (3.94 g, 28.5 mmol) in DCM (120 mL), in the dark, was added Br2 (1.46 mL, 28.5 mmol) slowly under Ar. After stirring at room temperature for 3 h under Ar, the resulting mixture was quenched with saturated aqueous Na2S2O3 (50 mL). The organic layer was separated and washed with H2O (50 mL) and brine (50 mL), then dried with Na2SO4. Removal of the solvent under reduced pressure yielded a whit... Yields the product C(C)OC(=O)C=1N(N=C(C1Br)C(C)(C)C)C (4-Bromo-5-tert-butyl-2-methyl-2H-pyrazole-3-carboxylic acid ethyl ester). Reaction SMILES: [CH2:1]([O:3][C:4]([C:6]1[N:7]([CH3:15])[N:8]=[C:9]([C:11]([CH3:14])([CH3:13])[CH3:12])[CH:10]=1)=[O:5])[CH3:2].C([O-])([O-])=O.[K+].[K+].[Br:22]Br>C(Cl)Cl>[CH2:1]([O:3][C:4]([C:6]1[N:7]([CH3:15])[N:8]=[C:9]([C:11]([CH3:14])([CH3:13])[CH3:12])[C:10]=1[Br:22])=[O:5])[CH3:2] |f:1.2.3|. The solvent is C(Cl)Cl (DCM). Reaction conditions: time 3 hour. Reactants: C(C)OC(=O)C=1N(N=C(C1)C(C)(C)C)C (5-tert-butyl-2-methyl-pyrazole-3-carboxylic acid ethyl ester), C(=O)([O-])[O-].[K+].[K+] (K2CO3), BrBr (Br2). Starting materials: [OH-].[Na+] (sodium hydroxide), O (water), C(C)(C)(C)OC(CNCS(=O)(=O)C=1C=NC(=CC1)Cl)=O ([(6-chloro-pyridine-3-sulfonyl)methyl-amino]-acetic acid tert-butyl ester), C(#CCC)O (butynol). Product: C(C#CC)OC1=CC=C(C=N1)S(=O)(=O)N(C)CC(=O)O ([(6-but-2-ynyloxy-pyridine-3-sulfonyl)-methyl-amino]-acetic acid). Isolated yield 45.0%. Reaction SMILES: [OH-:1].[Na+].C(OC(=O)CNC[S:12]([C:15]1[CH:16]=[N:17][C:18](Cl)=[CH:19][CH:20]=1)(=[O:14])=[O:13])(C)(C)C.[C:23]([OH:27])#[C:24][CH2:25][CH3:26].[OH2:28]>>[CH2:23]([O:27][C:18]1[N:17]=[CH:16][C:15]([S:12]([N:17]([CH2:16][C:15]([OH:28])=[O:1])[CH3:18])(=[O:13])=[O:14])=[CH:20][CH:19]=1)[C:24]#[C:25][CH3:26] |f:0.1|. Procedure details: To a solution of 0.77 mL (19.3 mmol) of 2- butynl-ol and 0.18 g (4.37 mmol) of sodium hydroxide were heated at 100° C. for one hour. [(6-chloro-pyridine-3-sulfonyl)methyl-amino]-acetic acid tert-butyl ester (1.0 g, 3.12 mmol) was added to this solution. Additional butynol was added to facilitate stirring, and the reaction was stirred at 100° C. overnight. The reaction was cooled, diluted with water, and washed with ethyl acetate. The aqueous layer was acidified with 2N HCl, and extracted with et... The product is ClC1=C(C(=CC=C1)Cl)N1C(N(C2=NC(=NC=C2C1)NC1CCCCC1)C1=CC=CC=C1)=O (3-(2,6-dichlorophenyl)-7-cyclohexylamino-3,4-dihydro-1-phenylpyrimido[4,5-d]pyrimidin-2(1H)-one). Reported procedure: A solution of 100 mg (0.22 mmol) of 3-(2,6-dichlorophenyl)-7-methanesulfonyl-1-phenyl-3,4-dihydro-1H-pyrimido[4,5-d]pyrimidin-2-one and 300 μl (2.4 mmol) of cyclohexylamine in 2 ml of dichloromethane was stirred at room temperature overnight. The mixture was diluted with 10 ml of dichloromethane, washed with 10 ml of 2M hydrochloric acid and with 10 ml of saturated aqueous sodium bicarbonate solution, dried over magnesium sulfate, filtered and evaporated. 99 mg (96%) of 3-(2,6-dichlorophenyl)-7-... Reactants: ClC1=C(C(=CC=C1)Cl)N1C(N(C2=NC(=NC=C2C1)S(=O)(=O)C)C1=CC=CC=C1)=O (3-(2,6-dichlorophenyl)-7-methanesulfonyl-1-phenyl-3,4-dihydro-1H-pyrimido[4,5-d]pyrimidin-2-one), C1(CCCCC1)N (cyclohexylamine). The yield is 96.1%. The solvent is ClCCl (dichloromethane), ClCCl (dichloromethane). RXN SMILES: [Cl:1][C:2]1[CH:7]=[CH:6][CH:5]=[C:4]([Cl:8])[C:3]=1[N:9]1[CH2:18][C:17]2[C:12](=[N:13][C:14](S(C)(=O)=O)=[N:15][CH:16]=2)[N:11]([C:23]2[CH:28]=[CH:27][CH:26]=[CH:25][CH:24]=2)[C:10]1=[O:29].[CH:30]1([NH2:36])[CH2:35][CH2:34][CH2:33][CH2:32][CH2:31]1>ClCCl>[Cl:1][C:2]1[CH:7]=[CH:6][CH:5]=[C:4]([Cl:8])[C:3]=1[N:9]1[CH2:18][C:17]2[C:12](=[N:13][C:14]([NH:36][CH:30]3[CH2:35][CH2:34][CH2:33][CH2:32][CH2:31]3)=[N:15][CH:16]=2)[N:11]([C:23]2[CH:28]=[CH:27][CH:26]=[CH:25][CH:24]=2)[C:10]1=[O:29]. The reactants are CO, CN(C)C=O, CCOC(C)=O, CN1CCCC1CCCl, ClCCl, Cl, O=[N+]([O-])c1cc(F)c2c(c1)CCCN2, [H-], [Na+], O. Reaction SMILES: [CH3:27][OH:28].[CH3:29][N:30]([CH3:31])[CH:32]=[O:33].[CH3:38][CH2:39][O:40][C:41](=[O:42])[CH3:43].[Cl:18][CH2:19][CH2:20][CH:21]1[N:22]([CH3:26])[CH2:23][CH2:24][CH2:25]1.[Cl:35][CH2:36][Cl:37].[ClH:17].[F:1][c:2]1[cH:3][c:4]([N+:12](=[O:13])[O-:14])[cH:5][c:6]2[c:11]1[NH:10][CH2:9][CH2:8][CH2:7]2.[H-:15].[Na+:16].[OH2:34]>>[F:1][c:2]1[cH:3][c:4]([N+:12](=[O:13])[O-:14])[cH:5][c:6]2[c:11]1[N:10]([CH2:19][CH2:20][CH:21]1[N:22]([CH3:26])[CH2:23][CH2:24][CH2:25]1)[CH2:9][CH2:8][CH2:7]2. Product: CN1CCCC1CCN1CCCc2cc([N+](=O)[O-])cc(F)c21. The reactants are CON(C(CC1=CC=C(C(=O)OC(C)(C)C)C=C1)=O)C (tert-butyl 4-{2-[methoxy(methyl)amino]-2-oxoethyl}benzoate), ICC1CCOCC1 (4-(iodomethyl)tetrahydro-2H-pyran), [Cl-].[NH4+] (ammonium chloride), C(C)(C)[N-]C(C)C.[Li+] (Lithium diisopropylamide). Solvent: O1CCCC1 (tetrahydrofuran), CN1C(N(CCC1)C)=O (1,3-dimethyl-3,4,5,6-tetrahydro-2(1H)-pyrimidinone), O1CCCC1 (tetrahydrofuran), O1CCCC1 (tetrahydrofuran). Conditions: time 1 hour. Yields the product CON(C(C(CC1CCOCC1)C1=CC=C(C(=O)OC(C)(C)C)C=C1)=O)C (Tert-butyl 4-{2-[methoxy(methyl)amino]-2-oxo-1-(tetrahydro-2H-pyran-4-ylmethyl)ethyl}benzoate). Isolated yield 76.2%. As a reaction SMILES: C([N-]C(C)C)(C)C.[Li+].[CH3:9][O:10][N:11]([CH3:28])[C:12](=[O:27])[CH2:13][C:14]1[CH:26]=[CH:25][C:17]([C:18]([O:20][C:21]([CH3:24])([CH3:23])[CH3:22])=[O:19])=[CH:16][CH:15]=1.I[CH2:30][CH:31]1[CH2:36][CH2:35][O:34][CH2:33][CH2:32]1.[Cl-].[NH4+]>O1CCCC1.CN1CCCN(C)C1=O>[CH3:9][O:10][N:11]([CH3:28])[C:12](=[O:27])[CH:13]([C:14]1[CH:26]=[CH:25][C:17]([C:18]([O:20][C:21]([CH3:24])([CH3:23])[CH3:22])=[O:19])=[CH:16][CH:15]=1)[CH2:30][CH:31]1[CH2:36][CH2:35][O:34][CH2:33][CH2:32]1 |f:0.1,4.5|. Procedure details: Lithium diisopropylamide (2M tetrahydrofuran solution, 6.9 mL) was diluted with tetrahydrofuran (20 mL), a solution of tert-butyl 4-{2-[methoxy(methyl)amino]-2-oxoethyl}benzoate (3.70 g) in a mixed solvent of tetrahydrofuran (20 mL) and 1,3-dimethyl-3,4,5,6-tetrahydro-2(1H)-pyrimidinone (12 mL) were added at −78° C., and the mixture was stirred for 1 hr. To the reaction mixture was added a solution of 4-(iodomethyl)tetrahydro-2H-pyran (3.30 g) in tetrahydrofuran m (20 mL) at −78° C. and the mixt... Starting materials: C(C)(=O)NC(C(=O)OCC)C(CCC1=CC=CC=C1)=O (Ethyl 2-acetamido-3-oxo-5-phenylvalerate), S(=O)(Cl)Cl (thionyl chloride). Solvent: C(Cl)Cl (methylene chloride). Yields the product CC=1OC(=C(N1)C(=O)OCC)CCC1=CC=CC=C1 (Ethyl 2-methyl-5-phenethyl-4-oxazolecarboxylate), crude residue. RXN SMILES: [C:1]([NH:4][CH:5]([C:11](=[O:20])[CH2:12][CH2:13][C:14]1[CH:19]=[CH:18][CH:17]=[CH:16][CH:15]=1)[C:6]([O:8][CH2:9][CH3:10])=[O:7])(=O)[CH3:2].S(Cl)(Cl)=O>C(Cl)Cl>[CH3:2][C:1]1[O:20][C:11]([CH2:12][CH2:13][C:14]2[CH:15]=[CH:16][CH:17]=[CH:18][CH:19]=2)=[C:5]([C:6]([O:8][CH2:9][CH3:10])=[O:7])[N:4]=1. Reported procedure: To the entire oily residue obtained in Step A is added at 0° C., 60 ml. of thionyl chloride and the resulting mixture refluxed for 40 minutes. The reaction mixture is then cooled and evaporated (under vacuum) to obtain a residue. The residue is dissolved in methylene chloride, and the solution washed with 5% aqueous sodium bicarbonate (100 ml.). The organic layer is then dried over anhydrous sodium sulfate and evaporated (under vacuum) to obtain the title compound as a crude residue. Reactants: N(=NC(=O)OCC)C(=O)OCC (diethyl azodicarboxylate), OC=1C=C(C=C(C1)C)OS(=O)(=O)C1=CC=CC=C1 (benzenesulfonic acid 3-hydroxy-5-methylphenyl ester), C(C)(C)(C)OC(=O)N1CCC(CC1)CO (N-(tert-butoxycarbonyl)-4-piperidinemethanol), C1(=CC=CC=C1)P(C1=CC=CC=C1)C1=CC=CC=C1 (triphenylphosphine). Run in O1CCCC1 (tetrahydrofuran), C(Cl)Cl (methylene chloride), O (water). Reaction conditions: temperature 0 celsius, time 3 hour. Product: C(C)(C)(C)OC(=O)N1CCC(CC1)COC=1C=C(C=C(C1)C)OS(=O)(=O)C1=CC=CC=C1 (Benzenesulfonic acid 3-[[N-(tert-butoxycarbonyl)piperidin-4-yl]methoxy]-5-methylphenyl ester). Isolated yield 84.6%. As a reaction SMILES: [OH:1][C:2]1[CH:3]=[C:4]([O:9][S:10]([C:13]2[CH:18]=[CH:17][CH:16]=[CH:15][CH:14]=2)(=[O:12])=[O:11])[CH:5]=[C:6]([CH3:8])[CH:7]=1.[C:19]([O:23][C:24]([N:26]1[CH2:31][CH2:30][CH:29]([CH2:32]O)[CH2:28][CH2:27]1)=[O:25])([CH3:22])([CH3:21])[CH3:20].C1(P(C2C=CC=CC=2)C2C=CC=CC=2)C=CC=CC=1.N(C(OCC)=O)=NC(OCC)=O>O1CCCC1.C(Cl)Cl.O>[C:19]([O:23][C:24]([N:26]1[CH2:31][CH2:30][CH:29]([CH2:32][O:1][C:2]2[CH:3]=[C:4]([O:9][S:10]([C:13]3[CH:14]=[CH:15][CH:16]=[CH:17][CH:18]=3)(=[O:12])=[O:11])[CH:5]=[C:6]([CH3:8])[CH:7]=2)[CH2:28][CH2:27]1)=[O:25])([CH3:22])([CH3:20])[CH3:21]. Procedure details: To a solution of benzenesulfonic acid 3-hydroxy-5-methylphenyl ester (528 mg, 2.0 mmol), as prepared in the preceding step, N-(tert-butoxycarbonyl)-4-piperidinemethanol (430 mg, 2.0 mmol), as prepared in step f of Example 1, and triphenylphosphine (525 mg, 2.0 mmol) in tetrahydrofuran (20 mL) at 0° C. was added diethyl azodicarboxylate (349 mg, 2.0 mmol). The reaction mixture was stirred at 0° C. for 2 h and at room temperature for 3 h. The reaction mixture was diluted with methylene chloride (2... Starting materials: BrC=1C=NC=C(C1)C1OC1 (3-bromo-5-(oxiran-2-yl)pyridine), B(F)(F)F.CCOCC (BF3.OEt2), CC(=O)C (acetone). Solvent: O (water). Reaction conditions: time 14 hour. Product: BrC=1C=NC=C(C1)C1OC(OC1)(C)C (3-bromo-5-(2,2-dimethyl-1,3-dioxolan-4-yl)pyridine). Isolated yield 54.2%. RXN SMILES: [Br:1][C:2]1[CH:3]=[N:4][CH:5]=[C:6]([CH:8]2[CH2:10][O:9]2)[CH:7]=1.B(F)(F)F.CCOCC.[CH3:20][C:21]([CH3:23])=[O:22]>O>[Br:1][C:2]1[CH:3]=[N:4][CH:5]=[C:6]([CH:8]2[CH2:10][O:9][C:21]([CH3:23])([CH3:20])[O:22]2)[CH:7]=1 |f:1.2|. Procedure: To a solution of 3-bromo-5-(oxiran-2-yl)pyridine (1.00 g, 5.00 mmol) in acetone (25 mL) was added BF3.OEt2 (0.950 mL, 7.50 mmol) dropwise at ambient temperature and the reaction mixture was stirred for 14 h. The reaction mixture was diluted with water (15 mL) and extracted with EtOAc (2×50 mL). The combined organic extracts were dried over anhydrous Na2SO4, filtered and evaporated under reduced pressure. The resulting residue was purified by combiflash (REDISEP®, silica gel, 40 g, 25% EtOAc/hexa... The reactants are BrC1=CC(=C(C=C1)NC(=O)C1=NC=CC=C1)C#N (N-(4-bromo-2-cyanophenyl)pyridine-2-carboxamide), N (ammonia), [H][H] (hydrogen). The reagents and catalysts are [Ni] (Raney nickel). Run in CO (methanol). The product is NCC1=C(C=CC(=C1)Br)NC(=O)C1=NC=CC=C1 (N-[2-(aminomethyl)-4-bromophenyl]pyridine-2-carboxamide). Yield: 95.7%. Reaction SMILES: [Br:1][C:2]1[CH:7]=[CH:6][C:5]([NH:8][C:9]([C:11]2[CH:16]=[CH:15][CH:14]=[CH:13][N:12]=2)=[O:10])=[C:4]([C:17]#[N:18])[CH:3]=1.N.[H][H]>CO.[Ni]>[NH2:18][CH2:17][C:4]1[CH:3]=[C:2]([Br:1])[CH:7]=[CH:6][C:5]=1[NH:8][C:9]([C:11]1[CH:16]=[CH:15][CH:14]=[CH:13][N:12]=1)=[O:10]. Procedure: 2-2 (3 g, 0.0099 moles) was immediately taken up in a solution of 2.0M ammonia in methanol. To this solution was added catalytic Raney nickel. The reaction was stirred with a hydrogen balloon attached until complete by TLC. Upon completion, the reaction was filtered and the solvent was removed yielding 2.9 grams of 2-3. Analytical LCMS: (CH3CN/H2O/1% TFA, 4 min gradient), 95% pure, M+1 peak m/e 306.